From a dataset of the Open Reaction Database (ORD), a public repository of structured organic reaction records. describe an organic reaction: reactants, conditions, products, and yield The reactants are OC(CBr)c1cccnc1, C1CCOC1, [Na+], [OH-]. Yields the product c1cncc(C2CO2)c1. Reaction SMILES: [Br:1][CH2:2][CH:3]([OH:4])[c:5]1[cH:6][n:7][cH:8][cH:9][cH:10]1.[CH2:13]1[O:14][CH2:15][CH2:16][CH2:17]1.[Na+:12].[OH-:11]>>[CH2:2]1[CH:3]([c:5]2[cH:6][n:7][cH:8][cH:9][cH:10]2)[O:4]1. Reactants: CC=1C=C(C=C2CN(C(C12)=O)CC1=CC=C(C=C1)OC(F)(F)F)C=O (7-Methyl-1-oxo-2-(4-trifluoromethoxy-benzyl)-2,3-dihydro-1H-isoindole-5-carbaldehyde), N1CCOCC1 (Morpholine), C(C)(=O)O[BH-](OC(C)=O)OC(C)=O.[Na+] (sodium triacetoxy borohydride). Yields the product CC=1C=C(C=C2CN(C(C12)=O)CC1=CC=C(C=C1)OC(F)(F)F)CN1CCOCC1 (7-Methyl-5-morpholin-4-ylmethyl-2-(4-trifluoromethoxy-benzyl)-2,3-dihydro-isoindol-1-one). Procedure: Morpholine (8.2 mg, 0.094 mmol) was dissolved in dichloromethane (2.0 mL) and 7-Methyl-1-oxo-2-(4-trifluoromethoxy-benzyl)-2,3-dihydro-1H-isoindole-5-carbaldehyde (30.0 mg, 0.085 mmol) was added. The mixture was stirred for ten minutes and sodium triacetoxy borohydride (29.7 mg, 0.14 mmol) was added and the reaction was allowed to stir overnight. The reaction was then diluted with dichloromethane, washed with saturated sodium bicarbonate and brine, dried over sodium sulfate, filtered and concent... RXN SMILES: [NH:1]1[CH2:6][CH2:5][O:4][CH2:3][CH2:2]1.[CH3:7][C:8]1[CH:9]=[C:10]([CH:30]=O)[CH:11]=[C:12]2[C:16]=1[C:15](=[O:17])[N:14]([CH2:18][C:19]1[CH:24]=[CH:23][C:22]([O:25][C:26]([F:29])([F:28])[F:27])=[CH:21][CH:20]=1)[CH2:13]2.C(O[BH-](OC(=O)C)OC(=O)C)(=O)C.[Na+]>ClCCl>[CH3:7][C:8]1[CH:9]=[C:10]([CH2:30][N:1]2[CH2:6][CH2:5][O:4][CH2:3][CH2:2]2)[CH:11]=[C:12]2[C:16]=1[C:15](=[O:17])[N:14]([CH2:18][C:19]1[CH:20]=[CH:21][C:22]([O:25][C:26]([F:29])([F:27])[F:28])=[CH:23][CH:24]=1)[CH2:13]2 |f:2.3|. Yield: 37.2%. Run in ClCCl (dichloromethane), ClCCl (dichloromethane). As a reaction SMILES: [CH3:1][O:2][CH2:3][CH:4]([C:21]([O-:23])=[O:22])[CH2:5][C:6](=O)[C:7]([O:9][CH2:10][C:11]1[CH:16]=[CH:15][C:14]([N+:17]([O-:19])=[O:18])=[CH:13][CH:12]=1)=[O:8].S(Cl)([Cl:26])=O>ClCCCl>[Cl:26][C:6]1([C:7]([O:9][CH2:10][C:11]2[CH:12]=[CH:13][C:14]([N+:17]([O-:19])=[O:18])=[CH:15][CH:16]=2)=[O:8])[CH2:5][CH:4]([CH2:3][O:2][CH3:1])[C:21](=[O:22])[O:23]1. The product is ClC1(OC(C(C1)COC)=O)C(=O)OCC1=CC=C(C=C1)[N+](=O)[O-] (4-nitrobenzyl 2-chloro-4-methoxymethyl-5-oxo-2-tetrahydrofurancarboxylate). Procedure: A 340 mg portion of the Compound (78) obtained in Example 78 was dissolved in 14 ml of 1,2-dichloroethane. To the solution was added 0.34 ml of thionyl chloride, and the mixture was heated for 5 hours under reflux. The solvent was evaporated off, and the residue was subjected to a column chromatography using Florisil, followed by elution with hexane-ethyl acetate (5:1) to give 152 mg of the subject Compound (79) as colourless oily product. The reactants are COCC(CC(C(=O)OCC1=CC=C(C=C1)[N+](=O)[O-])=O)C(=O)[O-] (1-(4-nitrobenzyl) 4-methoxymethyl-2-oxoglutarate), S(=O)(Cl)Cl (thionyl chloride). The solvent is ClCCCl (1,2-dichloroethane). The reactants are COc1cc2c(Oc3ccc([N+](=O)[O-])cc3F)ccnc2cc1OCc1ccccc1, C1CCOC1, NN, [Ni]. The product is COc1cc2c(Oc3ccc(N)cc3F)ccnc2cc1OCc1ccccc1. Reaction SMILES: [CH2:1]([c:2]1[cH:3][cH:4][cH:5][cH:6][cH:7]1)[O:8][c:9]1[c:10]([O:30][CH3:31])[cH:11][c:12]2[c:13]([O:19][c:20]3[c:21]([F:29])[cH:22][c:23]([N+:26]([O-:27])=[O:28])[cH:24][cH:25]3)[cH:14][cH:15][n:16][c:17]2[cH:18]1.[CH2:34]1[O:35][CH2:36][CH2:37][CH2:38]1.[NH2:32][NH2:33].[Ni:39]>>[CH2:1]([c:2]1[cH:3][cH:4][cH:5][cH:6][cH:7]1)[O:8][c:9]1[c:10]([O:30][CH3:31])[cH:11][c:12]2[c:13]([O:19][c:20]3[c:21]([F:29])[cH:22][c:23]([NH2:26])[cH:24][cH:25]3)[cH:14][cH:15][n:16][c:17]2[cH:18]1. The reactants are BrC=1C=C(C=C(C1C1CCCCC1)Cl)C(C(=O)OCC)=O (ethyl 3-bromo-5-chloro-4-cyclohexylphenylglyoxylate), FC(F)(F)I (trifluoromethyl iodide). Reagents/catalysts: [Cu] (copper). The solvent is CN(C=O)C (dimethylformamide). Conditions: temperature 140 celsius, time 5 hour. Yields the product ClC=1C=C(C=C(C1C1CCCCC1)C(F)(F)F)C(C(=O)OCC)=O (ethyl 3-chloro-5-trifluoromethyl-4-cyclohexylphenylglyoxylate). RXN SMILES: Br[C:2]1[CH:3]=[C:4]([C:15](=[O:21])[C:16]([O:18][CH2:19][CH3:20])=[O:17])[CH:5]=[C:6]([Cl:14])[C:7]=1[CH:8]1[CH2:13][CH2:12][CH2:11][CH2:10][CH2:9]1.[F:22][C:23](I)([F:25])[F:24]>[Cu].CN(C)C=O>[Cl:14][C:6]1[CH:5]=[C:4]([C:15](=[O:21])[C:16]([O:18][CH2:19][CH3:20])=[O:17])[CH:3]=[C:2]([C:23]([F:25])([F:24])[F:22])[C:7]=1[CH:8]1[CH2:13][CH2:12][CH2:11][CH2:10][CH2:9]1. Procedure: To a solution of 0.01 moles of ethyl 3-bromo-5-chloro-4-cyclohexylphenylglyoxylate in 50 ml. of dimethylformamide is added 0.15 moles of trifluoromethyl iodide and 0.02 g. of copper powder. The reaction is shaken in a sealed tube for 5 hours at 140° C., cooled, filtered and evaporated in vacuo. 200 ml. of water is added to the residue and extracted with ether. The ether extract is dried, evaporated to dryness and distilled to obtain ethyl 3-chloro-5-trifluoromethyl-4-cyclohexylphenylglyoxylate. Starting materials: C1(=CC=CC=C1)P(C1=CC=CC=C1)C1=CC=CC=C1 (triphenylphosphine), CC(C)OC(=O)/N=N/C(=O)OC(C)C (diisopropylazodicarboxylate), C(C)OC(C(CC)(C)NC(=O)C1=C(C2=CC=CC=C2C(=C1)Cl)O)=O (2-[(4-chloro-1-hydroxy-naphthalene-2-carbonyl)-amino]-2-methyl-butyric acid ethyl ester), C(C)(C)(C)OC(=O)N1CCC(CC1)CO (4-hydroxymethyl-piperidine-1-carboxylic acid tert-butyl ester), C1(=CC=CC=C1)P(C1=CC=CC=C1)C1=CC=CC=C1 (triphenylphosphine), CC(C)OC(=O)/N=N/C(=O)OC(C)C (diisopropylazodicarboxylate), C1(=CC=CC=C1)P(C1=CC=CC=C1)C1=CC=CC=C1 (triphenylphosphine), CC(C)OC(=O)/N=N/C(=O)OC(C)C (diisopropylazodicarboxylate). Solvent: C1CCOC1 (THF). Yields the product C(C)(C)(C)OC(=O)N1CCC(CC1)COC1=C(C=C(C2=CC=CC=C12)Cl)C(NC(CC)(C)C(=O)OCC)=O (4-[4-chloro-2-(1-ethoxycarbonyl-1-methyl-propylcarbamoyl)-naphthalen-1-yloxymethyl]-piperidine-1-carboxylic acid tert-butyl ester). Reaction SMILES: [CH2:1]([O:3][C:4](=[O:24])[C:5]([NH:9][C:10]([C:12]1[CH:21]=[C:20]([Cl:22])[C:19]2[C:14](=[CH:15][CH:16]=[CH:17][CH:18]=2)[C:13]=1[OH:23])=[O:11])([CH3:8])[CH2:6][CH3:7])[CH3:2].[C:25]([O:29][C:30]([N:32]1[CH2:37][CH2:36][CH:35]([CH2:38]O)[CH2:34][CH2:33]1)=[O:31])([CH3:28])([CH3:27])[CH3:26].C1(P(C2C=CC=CC=2)C2C=CC=CC=2)C=CC=CC=1.CC(OC(/N=N/C(OC(C)C)=O)=O)C>C1COCC1>[C:25]([O:29][C:30]([N:32]1[CH2:37][CH2:36][CH:35]([CH2:38][O:23][C:13]2[C:14]3[C:19](=[CH:18][CH:17]=[CH:16][CH:15]=3)[C:20]([Cl:22])=[CH:21][C:12]=2[C:10](=[O:11])[NH:9][C:5]([C:4]([O:3][CH2:1][CH3:2])=[O:24])([CH3:8])[CH2:6][CH3:7])[CH2:34][CH2:33]1)=[O:31])([CH3:28])([CH3:26])[CH3:27]. Procedure details: To a solution of 0.95 g of 2-[(4-chloro-1-hydroxy-naphthalene-2-carbonyl)-amino]-2-methyl-butyric acid ethyl ester, 0.76 g 4-hydroxymethyl-piperidine-1-carboxylic acid tert-butyl ester and 1.43 g triphenylphosphine in 30 mL of dry THF, 1.10 g of diisopropylazodicarboxylate were added. After 18 h at room temperature 1.43 g of triphenylphosphine and 1.10 g of diisopropylazodicarboxylate were added, and after 3 h again 1.43 g of triphenylphosphine and 1.10 g of diisopropylazodicarboxylate were adde... Starting materials: Cc1ccc(CC(=O)O)cc1, C#Cc1cccc(N)c1. The reagents and catalysts are CN(C)[P+](N(C)C)(N(C)C)ON1C2=CC=CC=C2N=N1.F[P-](F)(F)(F)(F)F (BOP), CCN(C(C)C)C(C)C (DIPEA). Solvent: CN(C)C=O (DMF), CN(C)C=O (DMF), CN(C)C=O (DMF), CN(C)C=O (DMF), CN(C)C=O (DMF), CN(C)C=O (DMF). Run at temperature 25 celsius, time 2 hour. Yields the product C#Cc1cccc(NC(=O)Cc2ccc(C)cc2)c1. Yield: 59.7%. RXN SMILES: C#Cc1cccc(N)c1.Cc1ccc(CC(=O)O)cc1.CN(C)[P+](N(C)C)(N(C)C)ON1C2=CC=CC=C2N=N1.F[P-](F)(F)(F)(F)F.CCN(C(C)C)C(C)C.CN(C)C=O>>C#Cc1cccc(NC(=O)Cc2ccc(C)cc2)c1. Starting materials: FC1=C(C=CC=C1)C(=O)C1CC2CCC(C1)N2C ((2-fluorophenyl)(8-methyl-8-azabicyclo[3.2.1]octan-3-yl)methanone), Cl.NO (hydroxylamine hydrochloride), C(C)(=O)[O-].[NH4+] (ammonium acetate). The solvent is C(C)O.O (ethanol water). Product: Cl.FC1=C(C=CC=C1)\C(=N/O)\C1CC2CCC(C1)N2C (Z-(2-Fluorophenyl)(8-methyl-8-azabicyclo[3.2.1]octan-3-yl)methanone oxime hydrochloride). RXN SMILES: [F:1][C:2]1[CH:7]=[CH:6][CH:5]=[CH:4][C:3]=1[C:8]([CH:10]1[CH2:16][CH:15]2[N:17]([CH3:18])[CH:12]([CH2:13][CH2:14]2)[CH2:11]1)=O.[ClH:19].[NH2:20][OH:21].C([O-])(=O)C.[NH4+]>C(O)C.O>[ClH:19].[F:1][C:2]1[CH:7]=[CH:6][CH:5]=[CH:4][C:3]=1/[C:8](/[CH:10]1[CH2:16][CH:15]2[N:17]([CH3:18])[CH:12]([CH2:13][CH2:14]2)[CH2:11]1)=[N:20]\[OH:21] |f:1.2,3.4,5.6,7.8|. Procedure: A mixture of (2-fluorophenyl)(8-methyl-8-azabicyclo[3.2.1]octan-3-yl)methanone (29.5 g), hydroxylamine hydrochloride (16.5 g) and ammonium acetate (27.5 g) were heated in 80 ml of refluxing ethanol-water (3:1 mixture) for 19 hours. The mixture was cooled and the precipitated product was collected (25.2 g). Starting materials: IC1=C(C#N)C=C(C=C1)C(F)(F)F (2-iodo-5-(trifluoromethyl)benzonitrile), C(C)(C)C=1C=CC(=C(C1)B(O)O)OC ((5-isopropyl-2-methoxyphenyl)boronic acid), C(=O)([O-])[O-].[Na+].[Na+] (Na2CO3), C(C)O (ethanol). Reagents/catalysts: C=1C=CC(=CC1)[P](C=2C=CC=CC2)(C=3C=CC=CC3)[Pd]([P](C=4C=CC=CC4)(C=5C=CC=CC5)C=6C=CC=CC6)([P](C=7C=CC=CC7)(C=8C=CC=CC8)C=9C=CC=CC9)[P](C=1C=CC=CC1)(C=1C=CC=CC1)C=1C=CC=CC1 (Pd(PPh3)4). Run in CC(C(C)O)O (dimethyl ethylene glycol), O (water). Product: C(C)(C)C=1C=CC(=C(C1)C=1C(=CC(=CC1)C(F)(F)F)C#N)OC (5′-isopropyl-2′-methoxy-4-(trifluoromethyl)biphenyl-2-carbonitrile). As a reaction SMILES: I[C:2]1[CH:9]=[CH:8][C:7]([C:10]([F:13])([F:12])[F:11])=[CH:6][C:3]=1[C:4]#[N:5].[CH:14]([C:17]1[CH:18]=[CH:19][C:20]([O:26][CH3:27])=[C:21](B(O)O)[CH:22]=1)([CH3:16])[CH3:15].C([O-])([O-])=O.[Na+].[Na+].C(O)C>CC(O)C(O)C.C1C=CC([P]([Pd]([P](C2C=CC=CC=2)(C2C=CC=CC=2)C2C=CC=CC=2)([P](C2C=CC=CC=2)(C2C=CC=CC=2)C2C=CC=CC=2)[P](C2C=CC=CC=2)(C2C=CC=CC=2)C2C=CC=CC=2)(C2C=CC=CC=2)C2C=CC=CC=2)=CC=1.O>[CH:14]([C:17]1[CH:18]=[CH:19][C:20]([O:26][CH3:27])=[C:21]([C:2]2[C:3]([C:4]#[N:5])=[CH:6][C:7]([C:10]([F:13])([F:12])[F:11])=[CH:8][CH:9]=2)[CH:22]=1)([CH3:16])[CH3:15] |f:2.3.4,^1:46,48,67,86|. Procedure details: To a solution of 2-iodo-5-(trifluoromethyl)benzonitrile (2.0 g, 6.7 mmol) and (5-isopropyl-2-methoxyphenyl)boronic acid (1.6 g, 8.4 mmol) in dimethyl ethylene glycol (30.4 mL) was added 2M Na2CO3 (6.8 mL), ethanol (9.6 mL), and water (10 mL). The solution was degassed with nitrogen for 2 minutes. Pd(PPh3)4 (774 mg, 0.67 mmol) was added and the solution was degassed with nitrogen again for 2 minutes. The solution was divided equally into two 40 mL microwave tubes. Each tube was degassed with nitr... Reactants: [C@]12(C(CC(CC1)C2(C)C)C(=O)Cl)C ((1S)-camphanic acid chloride), IC1=CC(=C(C=C1)C(C(C)(C)C)O)[N+](=O)[O-] ((RS)-1-(4-iodo-2-nitrophenyl)-2,2-dimethyl-1-propanol). Reagents/catalysts: CN(C)C=1C=CN=CC1 (DMAP). Run in ClCCl (dichloromethane). Run at time 8 hour. Product: [C@]12(C(CC(CC1)C2(C)C)C(=O)OC(C(C)(C)C)C2=C(C=C(C=C2)I)[N+](=O)[O-])C ((RS)-1-(4-iodo-2-nitrophenyl)-2,2-dimethyl-1-propyl (1S)-camphanate). Isolated yield 91.0%. RXN SMILES: [C@:1]12([CH3:13])[C:7]([CH3:9])([CH3:8])[CH:4]([CH2:5][CH2:6]1)[CH2:3][CH:2]2[C:10](Cl)=[O:11].[I:14][C:15]1[CH:20]=[CH:19][C:18]([CH:21]([OH:26])[C:22]([CH3:25])([CH3:24])[CH3:23])=[C:17]([N+:27]([O-:29])=[O:28])[CH:16]=1>CN(C1C=CN=CC=1)C.ClCCl>[C@:1]12([CH3:13])[C:7]([CH3:9])([CH3:8])[CH:4]([CH2:5][CH2:6]1)[CH2:3][CH:2]2[C:10]([O:26][CH:21]([C:18]1[CH:19]=[CH:20][C:15]([I:14])=[CH:16][C:17]=1[N+:27]([O-:29])=[O:28])[C:22]([CH3:24])([CH3:25])[CH3:23])=[O:11]. Reported procedure: Under a nitrogen atmosphere, (1S)-camphanic acid chloride (1.68 g, 7.77 mmol) was added to a solution of (RS)-1-(4-iodo-2-nitrophenyl)-2,2-dimethyl-1-propanol (2.17 g, 6.47 mmol) and DMAP (1.18 g, 9.7 mmol) in anhydrous dichloromethane (50 mL). The mixture was stirred overnight at room temperature and then washed with saturated NaHCO3 solution (60 mL) and water (60 mL). The organic phase was dried over Na2SO4, concentrated in vacuo and purified by silica gel column chromatography to yield (RS)-1...